This data is from the Open Reaction Database (ORD), a public repository of structured organic reaction records. The task is: describe an organic reaction: reactants, conditions, products, and yield RXN SMILES: [CH2:20]([Cl:21])[CH2:22][Cl:23].[F:34][c:35]1[c:36]([CH2:37][NH2:38])[cH:39][cH:40][cH:41][cH:42]1.[O:43]=[CH:44][N:45]([CH3:46])[CH3:47].[OH:24][n:25]1[c:26]2[n:27][cH:28][cH:29][cH:30][c:31]2[n:32][n:33]1.[nH:1]1[c:2]([CH2:10][CH:11]2[CH2:12][CH2:13][CH:14]([C:17](=[O:18])[OH:19])[CH2:15][CH2:16]2)[n:3][c:4]2[n:5][cH:6][cH:7][cH:8][c:9]12>>[nH:1]1[c:2]([CH2:10][CH:11]2[CH2:12][CH2:13][CH:14]([C:17](=[O:19])[NH:38][CH2:37][c:36]3[c:35]([F:34])[cH:42][cH:41][cH:40][cH:39]3)[CH2:15][CH2:16]2)[n:3][c:4]2[n:5][cH:6][cH:7][cH:8][c:9]12. Starting materials: ClCCCl, NCc1ccccc1F, CN(C)C=O, On1nnc2cccnc21, O=C(O)C1CCC(Cc2nc3ncccc3[nH]2)CC1. Product: O=C(NCc1ccccc1F)C1CCC(Cc2nc3ncccc3[nH]2)CC1. Reactants: ClC1=CC(=C(C=C1)NS(=O)(=O)C(F)(F)F)C(CC)=O (N-(4-chloro-2-propionylphenyl)trifluoromethanesulfonamide), Cl.FC(C1=C(CON)C=CC(=C1)C(F)(F)F)(F)F (O-(2,4-bistrifluoromethylbenzyl)hydroxylamine hydrochloride), CC(=O)[O-].[Na+] (NaOAc). Solvent: CCO (EtOH). Yields the product FC(C1=C(CON=C(CC)C2=C(C=CC(=C2)Cl)NS(=O)(=O)C(F)(F)F)C=CC(=C1)C(F)(F)F)(F)F (N-{2-[1-(2,4-bistrifluoromethylbenzyloxyimino)propyl]-4-chlorophenyl}trifluoromethanesulfonamide). Isolated yield 65.3%. As a reaction SMILES: [Cl:1][C:2]1[CH:7]=[CH:6][C:5]([NH:8][S:9]([C:12]([F:15])([F:14])[F:13])(=[O:11])=[O:10])=[C:4]([C:16](=O)[CH2:17][CH3:18])[CH:3]=1.Cl.[F:21][C:22]([F:37])([F:36])[C:23]1[CH:31]=[C:30]([C:32]([F:35])([F:34])[F:33])[CH:29]=[CH:28][C:24]=1[CH2:25][O:26][NH2:27].CC([O-])=O.[Na+]>CCO>[F:21][C:22]([F:36])([F:37])[C:23]1[CH:31]=[C:30]([C:32]([F:35])([F:33])[F:34])[CH:29]=[CH:28][C:24]=1[CH2:25][O:26][N:27]=[C:16]([C:4]1[CH:3]=[C:2]([Cl:1])[CH:7]=[CH:6][C:5]=1[NH:8][S:9]([C:12]([F:15])([F:14])[F:13])(=[O:11])=[O:10])[CH2:17][CH3:18] |f:1.2,3.4|. Reported procedure: A solution of N-(4-chloro-2-propionylphenyl)trifluoromethanesulfonamide 22 (3.21 mg, 10.17 mmol), O-(2,4-bistrifluoromethylbenzyl)hydroxylamine hydrochloride (3.16 mg, 10.68 mmol) and anhydrous NaOAc (876 mg, 10.68 mmol) in EtOH (120 mL) was stirred for 15 h at RT. The reaction mixture was concentrated under vacuum and the residue filtered through a pad of silica (eluting with CH2Cl2/PE, 2:3). Purification by radial thin layer chromatography (eluting with CH2Cl2/PE, 1:9) afforded a pale yellow s... The reactants are solution, COCCO[AlH2-]OCCOC.[Na+] (VITRIDE), C1(=CC=CC=C1)C (toluene), [Cl-].[NH4+] (ammonium chloride), C(CCC)[Li] (butyl-lithium). The solvent is CCCCCC (hexane), O1CCCC1 (tetrahydrofuran). Product: CC1=CCCC(C1C=O)(C)C (alpha-cyclocitral). The yield is 65.0%. Reaction SMILES: [CH2:1]([Li])[CH2:2][CH2:3][CH3:4].COCCO[AlH2-]O[CH2:13][CH2:14][O:15]C.[Na+].[Cl-].[NH4+].[C:20]1([CH3:26])[CH:25]=CC=C[CH:21]=1>CCCCCC.O1CCCC1>[CH3:4][C:3]1[CH:13]([CH:14]=[O:15])[C:20]([CH3:26])([CH3:25])[CH2:21][CH2:1][CH:2]=1 |f:1.2,3.4|. Procedure details: 9.3 Ml of a 1.42N slution of butyl-lithium in hexane (0.0132M) were added dropwise at -78° to a solution of 2.0 g (0.011M) of methyl alpha-cyclogeranate in 40 ml of anhydrous tetrahydrofuran (THF). Once the addition was over, the temperature of the mixture was increased to +15° and, at this temperature, 3.17 ml (0.011M) of a 70% solution of VITRIDE [sodium bis(2-methoxyethoxy)aluminum hydride] in toluene were added thereto. The reaction mixture was heated to 40° for 45 mn, then hydrolyzed by pou...